From a dataset of the Open Reaction Database (ORD), a public repository of structured organic reaction records. describe an organic reaction: reactants, conditions, products, and yield RXN SMILES: [Br:11][c:12]1[c:13]([N+:18](=[O:19])[O-:20])[cH:14][cH:15][cH:16][cH:17]1.[C:21](=[O:22])([O-:23])[O-:24].[CH3:28][N:29]([CH3:30])[CH:31]=[O:32].[K+:25].[K+:26].[OH2:27].[nH:1]1[n:2][cH:3][c:4]2[cH:5][c:6]([OH:10])[cH:7][cH:8][c:9]12>>[nH:1]1[n:2][cH:3][c:4]2[cH:5][c:6]([O:10][c:12]3[c:13]([N+:18](=[O:19])[O-:20])[cH:14][cH:15][cH:16][cH:17]3)[cH:7][cH:8][c:9]12. Starting materials: O=[N+]([O-])c1ccccc1Br, O=C([O-])[O-], CN(C)C=O, [K+], [K+], O, Oc1ccc2[nH]ncc2c1. Yields the product O=[N+]([O-])c1ccccc1Oc1ccc2[nH]ncc2c1. The reactants are [OH-].[Na+] (NaOH), ClC=1C(=CC(=C(C1)CC(=O)OCC)F)NC(=O)C1=NC=CC2=CC=CC=C12 (Ethyl (5-chloro-2-fluoro-4-((1-isoquinolinylcarbonyl)amino)phenyl)acetate), Cl (HCl). Solvent: C1CCOC1 (THF). Conditions: time 7 hour. The product is ClC=1C(=CC(=C(C1)CC(=O)O)F)NC(=O)C1=NC=CC2=CC=CC=C12 ((5-chloro-2-fluoro-4-((1-isoquinolinylcarbonyl)amino)phenyl)acetic acid). Isolated yield 91.3%. As a reaction SMILES: [Cl:1][C:2]1[C:3]([NH:15][C:16]([C:18]2[C:27]3[C:22](=[CH:23][CH:24]=[CH:25][CH:26]=3)[CH:21]=[CH:20][N:19]=2)=[O:17])=[CH:4][C:5]([F:14])=[C:6]([CH2:8][C:9]([O:11]CC)=[O:10])[CH:7]=1.[OH-].[Na+].Cl>C1COCC1>[Cl:1][C:2]1[C:3]([NH:15][C:16]([C:18]2[C:27]3[C:22](=[CH:23][CH:24]=[CH:25][CH:26]=3)[CH:21]=[CH:20][N:19]=2)=[O:17])=[CH:4][C:5]([F:14])=[C:6]([CH2:8][C:9]([OH:11])=[O:10])[CH:7]=1 |f:1.2|. Reported procedure: Ethyl (5-chloro-2-fluoro-4-((1-isoquinolinylcarbonyl)amino)phenyl)acetate (690 mg, 1.78 mmol) was dissolved in THF (18 ml). To the resulting solution was added 0.25N NaOH (10.7 ml, 2.68 mmol), and the resulting mixture was stirred at room temperature for 7 hours. The reaction mixture was poured into 1N HCl (3.0 ml). The crystals thus precipitated were collected by filtration under reduced pressure, washed with water, and dried under reduced pressure to give (5-chloro-2-fluoro-4-((1-isoquinolinyl... Yields the product IC1=C(C=CC=C1)C(=O)C=1N=C(N2C1C=CC=C2)C2=CC=CC1=CC=CC=C21 ((2-iodo-phenyl)-(3-naphthalen-1-yl-imidazo[1,5-a]pyridin-1-yl)-methanone). Run in ClCCCl (1,2-dichloroethane), ClCCCl (1,2-dichloroethane). As a reaction SMILES: [I:1][C:2]1[CH:10]=[CH:9][CH:8]=[CH:7][C:3]=1[C:4]([OH:6])=O.[Cl-].[Cl-].[Cl-].[Al+3].[C:15]1([C:25]2[N:29]3[CH:30]=[CH:31][CH:32]=[CH:33][C:28]3=[CH:27][N:26]=2)[C:24]2[C:19](=[CH:20][CH:21]=[CH:22][CH:23]=2)[CH:18]=[CH:17][CH:16]=1>ClCCCl>[I:1][C:2]1[CH:10]=[CH:9][CH:8]=[CH:7][C:3]=1[C:4]([C:27]1[N:26]=[C:25]([C:15]2[C:24]3[C:19](=[CH:20][CH:21]=[CH:22][CH:23]=3)[CH:18]=[CH:17][CH:16]=2)[N:29]2[CH:30]=[CH:31][CH:32]=[CH:33][C:28]=12)=[O:6] |f:1.2.3.4|. Yield: 18.4%. Reactants: IC1=C(C(=O)O)C=CC=C1 (2-iodobenzoic acid), [Cl-].[Cl-].[Cl-].[Al+3] (aluminum trichloride), C1(=CC=CC2=CC=CC=C12)C1=NC=C2N1C=CC=C2 (3-naphthalen-1-yl-imidazo[1,5-a]pyridine). Reported procedure: To a solution of 2-iodobenzoic acid (487 mg, 1.83 mmol) in 1,2-dichloroethane (20 mL) was added aluminum trichloride (266 mg, 2.00 mmol). The mixture was allowed to stir for 10 min. then a solution of 3-naphthalen-1-yl-imidazo[1,5-a]pyridine (212 mg, 0.87 mmol) in 1,2-dichloroethane (5 mL) was added. The mixture was stirred at ambient temperature for 30 min. then washed with saturated aqueous sodium bicarbonate and the organic layer was dried over anhydrous sodium sulfate and concentrated in vac... Reaction conditions: time 10 minute. The reactants are CCc1cc(O)ccc1Br, Cc1ccc(S(=O)(=O)OCC2CN(C)c3ccccc3O2)cc1, CN(C)C=O, CCOC(C)=O, [Cl-], [Cs+]. The product is CCc1cc(OCC2CN(C)c3ccccc3O2)ccc1Br. As a reaction SMILES: [Br:1][c:2]1[c:3]([CH2:9][CH3:10])[cH:4][c:5]([OH:8])[cH:6][cH:7]1.[CH3:11][c:12]1[cH:13][cH:14][c:15]([S:16]([O:17][CH2:22][CH:23]2[O:24][c:25]3[c:26]([cH:30][cH:31][cH:32][cH:33]3)[N:27]([CH3:29])[CH2:28]2)(=[O:18])=[O:19])[cH:20][cH:21]1.[CH3:34][N:35]([CH3:36])[CH:37]=[O:38].[CH3:41][CH2:42][O:43][C:44](=[O:45])[CH3:46].[Cl-:39].[Cs+:40]>>[Br:1][c:2]1[c:3]([CH2:9][CH3:10])[cH:4][c:5]([O:8][CH2:22][CH:23]2[O:24][c:25]3[c:26]([cH:30][cH:31][cH:32][cH:33]3)[N:27]([CH3:29])[CH2:28]2)[cH:6][cH:7]1. Reactants: CN(C)C=O, COC(=O)Cl, Nc1ccccc1C(=O)Nc1nnn[nH]1, O. Product: COC(=O)Nc1ccccc1C(=O)Nc1nnn[nH]1. RXN SMILES: [CH3:21][N:22]([CH3:23])[CH:24]=[O:25].[Cl:16][C:17](=[O:18])[O:19][CH3:20].[NH2:1][c:2]1[c:3]([C:4](=[O:5])[NH:6][c:7]2[n:8][n:9][n:10][nH:11]2)[cH:12][cH:13][cH:14][cH:15]1.[OH2:26]>>[NH:1]([c:2]1[c:3]([C:4](=[O:5])[NH:6][c:7]2[n:8][n:9][n:10][nH:11]2)[cH:12][cH:13][cH:14][cH:15]1)[C:17](=[O:18])[O:19][CH3:20]. Starting materials: S(O)(O)(=O)=O (sulfuric acid), S(O)(O)(=O)=O (sulfuric acid), [N+](=O)(O)[O-] (nitric acid), N1N=NC2=C1C=CC=C2 (benzotriazole). Run in O (water). Reaction conditions: time 8 hour. Yields the product [N+](=O)([O-])C1=CC=CC=2NN=NC21 (4-Nitro-1H-benzotriazole). Reaction SMILES: S(=O)(=O)(O)O.[N+:6]([O-:9])(O)=[O:7].[NH:10]1[C:14]2[CH:15]=[CH:16][CH:17]=[CH:18][C:13]=2[N:12]=[N:11]1>O>[N+:6]([C:18]1[C:13]2[N:12]=[N:11][NH:10][C:14]=2[CH:15]=[CH:16][CH:17]=1)([O-:9])=[O:7]. Procedure details: To a cooled solution (20° C.) of 1,060 ml. of 23% fuming sulfuric acid and 265 ml. of 90% nitric acid is added in a dropwise fashion a solution of 537 g. of benzotriazole in 1000 ml. of concentrated sulfuric acid. The temperature is not allowed to go above 50° C. At the end of the addition, the reaction mixture is allowed to stand at room temperature overnight. The reaction mixture is then poured over ice and water and a heavy yellow precipitate forms. The solid is collected by filtration, washe... Starting materials: CO, COCCOc1cc(C#N)cc(-c2cn3nc(Cl)ccc3n2)c1. As a reaction SMILES: [CH3:24][OH:25].[Cl:1][c:2]1[cH:3][cH:4][c:5]2[n:6]([n:7]1)[cH:8][c:9](-[c:11]1[cH:12][c:13]([C:14]#[N:15])[cH:16][c:17]([O:19][CH2:20][CH2:21][O:22][CH3:23])[cH:18]1)[n:10]2>>[cH:2]1[cH:3][cH:4][c:5]2[n:6]([n:7]1)[cH:8][c:9](-[c:11]1[cH:12][c:13]([C:14]#[N:15])[cH:16][c:17]([O:19][CH2:20][CH2:21][O:22][CH3:23])[cH:18]1)[n:10]2. Product: COCCOc1cc(C#N)cc(-c2cn3ncccc3n2)c1. Starting materials: C(C)(=O)O[C@@H]1COC=C[C@@H]1OC(C)=O ((3R,4S)-3,4-dihydro-2H-pyran-3,4-diyl diacetate). Reagents/catalysts: [Pd] (Pd/C). Solvent: CO (MeOH). Conditions: time 12 hour. Product: C(C)(=O)O[C@@H]1COCC[C@@H]1OC(C)=O ((3R,4S)-Tetrahydro-2H-pyran-3,4-diyl diacetate). As a reaction SMILES: [C:1]([O:4][C@H:5]1[C@@H:10]([O:11][C:12](=[O:14])[CH3:13])[CH:9]=[CH:8][O:7][CH2:6]1)(=[O:3])[CH3:2]>CO.[Pd]>[C:1]([O:4][C@H:5]1[C@@H:10]([O:11][C:12](=[O:14])[CH3:13])[CH2:9][CH2:8][O:7][CH2:6]1)(=[O:3])[CH3:2]. Reported procedure: A mixture of (3R,4S)-3,4-dihydro-2H-pyran-3,4-diyl diacetate (8 g, 40 mmol) and Pd/C (10%, 5.0 g) in MeOH was stirred at RT for 12 h under H2 atmosphere (50 psi). After filtration, the residue was concentrated to give the title compound, which was used without further purification (7.5 g). 1H NMR (400 MHz, CDCl3) δ ppm 2.06 (s, 6 H), 3.95-4.03 (m, 2 H), 4.84 (t, J=4.0 Hz, 1 H), 5.15-5.20 (m, 1 H), 5.43 (t, J=4.0 Hz, 1 H), 6.49 (d, J=4.0 Hz, 1 H).